This data is from the Open Reaction Database (ORD), a public repository of structured organic reaction records. The task is: describe an organic reaction: reactants, conditions, products, and yield Reactants: CC(C)(C)[O-], COC[P+](c1ccccc1)(c1ccccc1)c1ccccc1, [Cl-], O=CC1(c2cc(F)cc(F)c2)CC1, [K+], C1CCOC1. Product: O=CCC1(c2cc(F)cc(F)c2)CC1. As a reaction SMILES: [CH3:24][C:25]([CH3:26])([O-:27])[CH3:28].[CH3:2][O:3][CH2:4][P+:5]([c:6]1[cH:7][cH:8][cH:9][cH:10][cH:11]1)([c:12]1[cH:13][cH:14][cH:15][cH:16][cH:17]1)[c:18]1[cH:19][cH:20][cH:21][cH:22][cH:23]1.[Cl-:1].[F:30][c:31]1[cH:32][c:33]([C:38]2([CH:41]=[O:42])[CH2:39][CH2:40]2)[cH:34][c:35]([F:37])[cH:36]1.[K+:29].[O:43]1[CH2:44][CH2:45][CH2:46][CH2:47]1>>[CH:2](=[O:3])[CH2:41][C:38]1([c:33]2[cH:32][c:31]([F:30])[cH:36][c:35]([F:37])[cH:34]2)[CH2:39][CH2:40]1. The reactants are C1(CC1)NC(=N)N[N+](=O)[O-] (N-cyclopropyl-N'-nitroguanidine), C(C)OC(N(C)C)OCC (N,N-dimethylformamide-diethyl-acetal). Reaction conditions: time 1.5 hour. Product: C1(CC1)NC(=N[N+](=O)[O-])N=CN(C)C (N-cyclopropyl-N'-(N,N-dimethylaminomethylene)-N"-nitroguanidine). As a reaction SMILES: [CH:1]1([NH:4][C:5]([NH:7][N+:8]([O-:10])=[O:9])=[NH:6])[CH2:3][CH2:2]1.C(O[CH:14](OCC)[N:15]([CH3:17])[CH3:16])C>>[CH:1]1([NH:4][C:5]([N:6]=[CH:14][N:15]([CH3:17])[CH3:16])=[N:7][N+:8]([O-:10])=[O:9])[CH2:3][CH2:2]1. Reported procedure: 14.4 g of N-cyclopropyl-N'-nitroguanidine are added to 14.7 g of N,N-dimethylformamide-diethyl-acetal. After stirring at 70°-75° C. for 1.5 hours, the mixture is cooled and concentrated using a rotary evaporator. The crude product is stirred into diethyl ether, filtered off and washed with further diethyl ether, yielding N-cyclopropyl-N'-(N,N-dimethylaminomethylene)-N"-nitroguanidine (m.p.: 120°-122° C.). Starting materials: C(C)OC(CN(CCCN1CCN(CC1)C)CC=1C(=NC=C(C1)Br)N)=O ({(2-amino-5-bromo-pyridin-3-ylmethyl)-[3-(4-methyl-piperazin-1-yl)propyl]amino}acetic acid ethyl ester), [H-].[Na+] (NaH). The solvent is O (H2O), CS(=O)C (DMSO). Reaction conditions: time 3 day. The product is BrC1=CC2=C(NC(CN(C2)CCCN2CCN(CC2)C)=O)N=C1 (7-Bromo-4-[3-(4-methyl-piperazin-1-yl)propyl]-1,3,4,5-tetrahydro-pyrido[2,3-e][1,4]diazepin-2-one). Yield: 51.4%. RXN SMILES: C([O:3][C:4](=O)[CH2:5][N:6]([CH2:17][C:18]1[C:19]([NH2:25])=[N:20][CH:21]=[C:22]([Br:24])[CH:23]=1)[CH2:7][CH2:8][CH2:9][N:10]1[CH2:15][CH2:14][N:13]([CH3:16])[CH2:12][CH2:11]1)C.[H-].[Na+]>CS(C)=O.O>[Br:24][C:22]1[CH:21]=[N:20][C:19]2[NH:25][C:4](=[O:3])[CH2:5][N:6]([CH2:7][CH2:8][CH2:9][N:10]3[CH2:15][CH2:14][N:13]([CH3:16])[CH2:12][CH2:11]3)[CH2:17][C:18]=2[CH:23]=1 |f:1.2|. Procedure: A solution of {(2-amino-5-bromo-pyridin-3-ylmethyl)-[3-(4-methyl-piperazin-1-yl)propyl]amino}acetic acid ethyl ester (0.50 g, 1.17 mmol) in DMSO (10 mL) was treated with NaH (60% dispersion in mineral oil, 47 mg, 1.17 mmol). After stirring at room temperature for 3 d, the mixture was diluted with H2O (30 mL) and then extracted with EtOAc (4×50 mL). The combined organic layers were dried over Na2SO4, filtered and the solvent was removed in vacuo. Purification by flash column chromatography (silic... The reactants are Solution B, lime, Solution B, Solution B, [OH-].[Na+] (sodium hydroxide), N1N=NC2=C1C=CC=C2 (benzotriazole), [OH-].[Na+] (sodium hydroxide), [N+](=O)([O-])[O-].[Ag+] (silver nitrate). The solvent is O (water), O (water), O (water), O (water). Reaction conditions: temperature 36 celsius. Product: N1N=NC2=C1C=CC=C2.[Ag] (Silver Benzotriazole Salt). As a reaction SMILES: [NH:1]1[C:5]2[CH:6]=[CH:7][CH:8]=[CH:9][C:4]=2[N:3]=[N:2]1.[OH-].[Na+].[N+]([O-])([O-])=O.[Ag+:16]>O>[NH:1]1[C:5]2[CH:6]=[CH:7][CH:8]=[CH:9][C:4]=2[N:3]=[N:2]1.[Ag:16] |f:1.2,3.4,6.7|. Procedure details: A stirred reaction vessel was charged with 85 g of lime-processed gelatin, 25 g of phthalated gelatin, and 2000 g of deionized water. A solution containing 185 g of benzotriazole, 1405 g of deionized water, and 680 g of 2.5 molar sodium hydroxide was prepared (Solution B). The mixture in the reaction vessel was adjusted to a pAg of 7.25 and a pH of 8.0 by addition of Solution B, and 2.5 molar sodium hydroxide solution as needed, and maintaining it at temperature of 36° C. A solution containing 2... Reactants: C(C)(C)(C)OC(N[C@@H](C)C(NC1=C(C=C(C=C1)F)NC=1C=NC(=CC1)F)=O)=O ({(S)-1-[4-fluoro-2-(6-fluoropyridin-3-ylamino)phenylcarbamoyl]ethyl}carbamic acid tert-butyl ester), C[O-].[Na+] (NaOMe). Run in CO (MeOH), CO (MeOH). Conditions: temperature 120 celsius. The product is C(C)(C)(C)OC(N[C@@H](C)C1=NC2=C(N1C=1C=NC(=CC1)OC)C=C(C=C2)F)=O ({(S)-1-[6-Fluoro-1-(6-methoxypyridin-3-yl)-1H-benzoimidazol-2-yl]ethyl}carbamic acid tert-butyl ester). Isolated yield 27.0%. RXN SMILES: [C:1]([O:5][C:6](=[O:28])[NH:7][C@H:8]([C:10](=O)[NH:11][C:12]1[CH:17]=[CH:16][C:15]([F:18])=[CH:14][C:13]=1[NH:19][C:20]1[CH:21]=[N:22][C:23](F)=[CH:24][CH:25]=1)[CH3:9])([CH3:4])([CH3:3])[CH3:2].[CH3:29][O-:30].[Na+]>CO>[C:1]([O:5][C:6](=[O:28])[NH:7][C@H:8]([C:10]1[N:19]([C:20]2[CH:21]=[N:22][C:23]([O:30][CH3:29])=[CH:24][CH:25]=2)[C:13]2[CH:14]=[C:15]([F:18])[CH:16]=[CH:17][C:12]=2[N:11]=1)[CH3:9])([CH3:4])([CH3:3])[CH3:2] |f:1.2|. Procedure: A suspension of {(S)-1-[4-fluoro-2-(6-fluoropyridin-3-ylamino)phenylcarbamoyl]ethyl}carbamic acid tert-butyl ester (196 mg, 0.50 mmol) in 0.5M NaOMe in MeOH (2.0 mL, 1.0 mmol) was heated at 120° C. using microwave irradiation for 15 min. The crude reaction mixture was diluted with MeOH and loaded onto an Isolute®SCX-2 cartridge then washed with MeOH followed by 2M NH3/MeOH. The basic fractions were combined and concentrated in vacuo and the resulting residue was purified by column chromatography...